The task is: describe an organic reaction: reactants, conditions, products, and yield. This data is from the Open Reaction Database (ORD), a public repository of structured organic reaction records. Starting materials: CC1(OCCO1)C1=CC=C(O1)CN1N=C(C=C1)N (1-[5-(2-methyl-[1,3]dioxolan-2-yl)-furan-2-ylmethyl]-1H-pyrazol-3-ylamine), CC=1OC(=C(N1)C(=O)O)C1=CC(=CC=C1)C(F)(F)F (2-methyl-5-(3-trifluoromethyl-phenyl)-oxazole-4-carboxylic acid), 05b. Product: C(C)(=O)C1=CC=C(O1)CN1N=C(C=C1)NC(=O)C=1N=C(OC1C1=CC(=CC=C1)C(F)(F)F)C (2-Methyl-5-(3-trifluoromethyl-phenyl)-oxazole-4-carboxylic acid [1-(5-acetyl-furan-2-ylmethyl)-1H-pyrazol-3-yl]-amide). Reaction SMILES: [CH3:1][C:2]1([C:7]2[O:11][C:10]([CH2:12][N:13]3[CH:17]=[CH:16][C:15]([NH2:18])=[N:14]3)=[CH:9][CH:8]=2)[O:6]CCO1.[CH3:19][C:20]1[O:21][C:22]([C:28]2[CH:33]=[CH:32][CH:31]=[C:30]([C:34]([F:37])([F:36])[F:35])[CH:29]=2)=[C:23]([C:25](O)=[O:26])[N:24]=1>>[C:2]([C:7]1[O:11][C:10]([CH2:12][N:13]2[CH:17]=[CH:16][C:15]([NH:18][C:25]([C:23]3[N:24]=[C:20]([CH3:19])[O:21][C:22]=3[C:28]3[CH:33]=[CH:32][CH:31]=[C:30]([C:34]([F:37])([F:35])[F:36])[CH:29]=3)=[O:26])=[N:14]2)=[CH:9][CH:8]=1)(=[O:6])[CH3:1]. Procedure: Following general procedure B followed by T, starting from 1-[5-(2-methyl-[1,3]dioxolan-2-yl)-furan-2-ylmethyl]-1H-pyrazol-3-ylamine and 2-methyl-5-(3-trifluoromethyl-phenyl)-oxazole-4-carboxylic acid. LC-MS-conditions 05b: tR=1.15 min; [M+H]+=459.09. Starting materials: CCCCCCCCCCCCCc1c[nH]c(C(=O)OC)c1, [K+], [OH-], O, OCCO. Product: CCCCCCCCCCCCCc1cc[nH]c1. Reaction SMILES: [CH2:1]([CH2:2][CH2:3][CH2:4][CH2:5][CH2:6][CH2:7][CH2:8][CH2:9][CH2:10][CH2:11][CH2:12][CH3:13])[c:14]1[cH:15][c:16]([C:19]([O:20][CH3:21])=[O:22])[nH:17][cH:18]1.[K+:28].[OH-:27].[OH2:29].[OH:23][CH2:24][CH2:25][OH:26]>>[CH2:1]([CH2:2][CH2:3][CH2:4][CH2:5][CH2:6][CH2:7][CH2:8][CH2:9][CH2:10][CH2:11][CH2:12][CH3:13])[c:14]1[cH:15][cH:16][nH:17][cH:18]1.